describe an organic reaction: reactants, conditions, products, and yield From a dataset of the Open Reaction Database (ORD), a public repository of structured organic reaction records. The reactants are ClC=1C=C2C=C(C(=NC2=CC1)C)C (6-chloro-2,3-dimethylquinoline), BrN1C(CCC1=O)=O (N-bromosuccinimide). Solvent: C(Cl)(Cl)(Cl)Cl (carbon tetrachloride). The product is BrCC=1C(=NC2=CC=C(C=C2C1)Cl)C (3-bromomethyl-6-chloro-2-methylquinoline). The yield is 31.7%. RXN SMILES: [Cl:1][C:2]1[CH:3]=[C:4]2[C:9](=[CH:10][CH:11]=1)[N:8]=[C:7]([CH3:12])[C:6]([CH3:13])=[CH:5]2.[Br:14]N1C(=O)CCC1=O>C(Cl)(Cl)(Cl)Cl>[Br:14][CH2:13][C:6]1[C:7]([CH3:12])=[N:8][C:9]2[C:4]([CH:5]=1)=[CH:3][C:2]([Cl:1])=[CH:11][CH:10]=2. Procedure details: To a solution of 6-chloro-2,3-dimethylquinoline (2.0 g, 10.5 mmol) in carbon tetrachloride (80 ml) benzoyl peroxide (100 mg) and N-bromosuccinimide (3.7 g, 21.0 mmol) were added. The reaction mixture was refluxed for 4 hours, and then cooled to room temperature. The precipitate was removed by filtration and the filtrate was evaporated in vacuo. The residue was flash chromatographed on silica gel with ethyl acetate/petroleum ether as the eluent to give 0.90 g 3-bromomethyl-6-chloro-2-methylquinol... Reported procedure: As described for Example 8, less polar diastereoisomers of {4-[3-(1H-indol-3-yl)-propenyl]-1-phenylcyclohexyl}dimethylamine were not obtained cleanly. For purification, 750 mg non-polar crude product were suspended in 95 ml water and 1 ml 85% by weight phosphoric acid. The suspension was shaken with diethyl ether (3×20 ml), the diethyl ether was decanted off in each case and the solid subsequently suction filtered and washed with diethyl ether (10×3 ml). The solid was dried, dissolved in DMF and... Starting materials: N1C=C(C2=CC=CC=C12)CC=CC1CCC(CC1)(C1=CC=CC=C1)N(C)C ({4-[3-(1H-indol-3-yl)-propenyl]-1-phenylcyclohexyl}dimethylamine), N1C=C(C2=CC=CC=C12)CC=CC1CCC(CC1)(C1=CC=CC=C1)N(C)C ({4-[3-(1H-indol-3-yl)-propenyl]-1-phenylcyclohexyl}dimethylamine), C(C)OCC (diethyl ether), Cl (hydrochloride), Cl[Si](C)(C)C (chlorotrimethylsilane). The product is Cl.N1C=C(C2=CC=CC=C12)CC=CC1CCC(CC1)(C1=CC=CC=C1)N(C)C ({4-[3-(1H-indol-3-yl)-propenyl]-1-phenylcyclohexyl}dimethylamine hydrochloride). Run in CC(CC)=O (2-butanone). Reaction SMILES: [NH:1]1[C:9]2[C:4](=[CH:5][CH:6]=[CH:7][CH:8]=2)[C:3]([CH2:10][CH:11]=[CH:12][CH:13]2[CH2:18][CH2:17][C:16]([N:25]([CH3:27])[CH3:26])([C:19]3[CH:24]=[CH:23][CH:22]=[CH:21][CH:20]=3)[CH2:15][CH2:14]2)=[CH:2]1.[Cl:28][Si](C)(C)C.C(OCC)C.Cl>CC(=O)CC>[ClH:28].[NH:1]1[C:9]2[C:4](=[CH:5][CH:6]=[CH:7][CH:8]=2)[C:3]([CH2:10][CH:11]=[CH:12][CH:13]2[CH2:18][CH2:17][C:16]([N:25]([CH3:27])[CH3:26])([C:19]3[CH:24]=[CH:23][CH:22]=[CH:21][CH:20]=3)[CH2:15][CH2:14]2)=[CH:2]1 |f:5.6|.